This data is from the Open Reaction Database (ORD), a public repository of structured organic reaction records. The task is: describe an organic reaction: reactants, conditions, products, and yield Reactants: Cl.NO (hydroxylamine hydrochloride), C(C)(=O)[O-].[Na+] (sodium acetate), CCC(=O)C1=CC=C(C=C1)OC (4-methoxypropiophenone). Run in O (water), O (water), C(C)O (ethanol), C(C)O (ethanol). Reaction conditions: time 8 hour. The product is COC1=CC=C(C=C1)C(CC)=NO (4′-Methoxypropiophenone oxime). Yield: 97.8%. As a reaction SMILES: Cl.[NH2:2][OH:3].C([O-])(=O)C.[Na+].[CH3:9][CH2:10][C:11]([C:13]1[CH:18]=[CH:17][C:16]([O:19][CH3:20])=[CH:15][CH:14]=1)=O>O.C(O)C>[CH3:20][O:19][C:16]1[CH:17]=[CH:18][C:13]([C:11](=[N:2][OH:3])[CH2:10][CH3:9])=[CH:14][CH:15]=1 |f:0.1,2.3|. Procedure details: A solution of hydroxylamine hydrochloride (3.33 grams, 48 mmol) and sodium acetate (4.92 grams, 60 mmol) in 20 milliliters of water was added to a stirred solution of 4-methoxypropiophenone (5.26 grams, 30.0 mmol) in a mixture of water (30 milliliters) and ethanol (30 milliliters), a further 20 milliliters of ethanol was added to get a homogenous solution, which was stirred overnight. The resulting slurry was filtered, the filtrate was partially concentrated, to remove the ethanol and a white so...